This data is from the Open Reaction Database (ORD), a public repository of structured organic reaction records. The task is: describe an organic reaction: reactants, conditions, products, and yield Reactants: C(C1=CC=CC=C1)NC1CC(C2=C(CC1)C=CC=C2)=O (7-benzylamino-6,7,8,9-tetrahydro [5H] benzocyclohepten-5-one), [H-].[Al+3].[Li+].[H-].[H-].[H-] (lithium aluminum hydride), [Cl-].[NH4+] (ammonium chloride). The solvent is O1CCCC1 (tetrahydrofuran), O1CCCC1 (tetrahydrofuran). Reaction conditions: temperature 0 celsius, time 30 minute. The product is OC1CC(CCC2=C1C=CC=C2)NCC2=CC=CC=C2 (5ξ-hydroxy-7-benzylamino-6,7,8,9-tetrahydro [5H] benzocycloheptene). As a reaction SMILES: [H-].[Al+3].[Li+].[H-].[H-].[H-].[CH2:7]([NH:14][CH:15]1[CH2:21][CH2:20][C:19]2[CH:22]=[CH:23][CH:24]=[CH:25][C:18]=2[C:17](=[O:26])[CH2:16]1)[C:8]1[CH:13]=[CH:12][CH:11]=[CH:10][CH:9]=1.[Cl-].[NH4+]>O1CCCC1>[OH:26][CH:17]1[C:18]2[CH:25]=[CH:24][CH:23]=[CH:22][C:19]=2[CH2:20][CH2:21][CH:15]([NH:14][CH2:7][C:8]2[CH:13]=[CH:12][CH:11]=[CH:10][CH:9]=2)[CH2:16]1 |f:0.1.2.3.4.5,7.8|. Reported procedure: A mixture of 1.5 g of lithium aluminum hydride in 150 ml of anhydrous tetrahydrofuran was cooled to 0° C. and a solution of 8 g of 7-benzylamino-6,7,8,9-tetrahydro [5H] benzocyclohepten-5-one in 150 ml of tetrahydrofuran was added thereto over 30 minutes at 0° to 5° C. The mixture was stirred for 2 hours at 0° C. and was then poured into an aqueous solution saturated with ammonium chloride. The mixture was filtered and the filtrate was extracted with ethyl acetate. The extract was washed with an... Reactants: N1(CCNCC1)CCCC1=C(NC=2CCCCC12)C=O (3-(3-Piperazin-1-yl-propyl)-4,5,6,7-tetrahydro-1H-indole-2-carbaldehyde), CNS(=O)(=O)C=1C=C2CC(NC2=CC1)=O (5-methylaminosulfonyloxindole). Yields the product CNS(=O)(=O)C=1C=C2/C(/C(NC2=CC1)=O)=C/C=1NC=2CCCCC2C1CCCN1CCNCC1 (2-Oxo-3-[1-[3-(3-piperazin-1-yl-propyl)-4,5,6,7-tetrahydro-1H-indol-2-yl]-meth-(Z)-ylidene]-2,3-dihydro-1H-indole-5-sulfonic acid methylamide). As a reaction SMILES: [N:1]1([CH2:7][CH2:8][CH2:9][C:10]2[C:18]3[CH2:17][CH2:16][CH2:15][CH2:14][C:13]=3[NH:12][C:11]=2[CH:19]=O)[CH2:6][CH2:5][NH:4][CH2:3][CH2:2]1.[CH3:21][NH:22][S:23]([C:26]1[CH:27]=[C:28]2[C:32](=[CH:33][CH:34]=1)[NH:31][C:30](=[O:35])[CH2:29]2)(=[O:25])=[O:24]>>[CH3:21][NH:22][S:23]([C:26]1[CH:27]=[C:28]2[C:32](=[CH:33][CH:34]=1)[NH:31][C:30](=[O:35])/[C:29]/2=[CH:19]\[C:11]1[NH:12][C:13]2[CH2:14][CH2:15][CH2:16][CH2:17][C:18]=2[C:10]=1[CH2:9][CH2:8][CH2:7][N:1]1[CH2:2][CH2:3][NH:4][CH2:5][CH2:6]1)(=[O:25])=[O:24]. Procedure: 3-(3-Piperazin-1-yl-propyl)-4,5,6,7-tetrahydro-1H-indole-2-carbaldehyde (61 mg, 0.22 mmol), prepared as described in Steps 1-3, Example 8 above, was condensed with 5-methylaminosulfonyloxindole (46 mg, 0.2 mmol) following the procedure used in Example 1 to precipitate 24 mg of the desired product as as a yellow solid. The reactants are CCCOC(=O)N1CCN(C(=O)C(CCC(=O)O)NC(=O)c2cc(OCC(=O)N3CCCC3C(=O)NC3CCC3)n(-c3ccccc3)n2)CC1, ClCCCl, CO, CN(C)c1ccncc1, CN(C)C=O. The product is CCCOC(=O)N1CCN(C(=O)C(CCC(=O)OC)NC(=O)c2cc(OCC(=O)N3CCCC3C(=O)NC3CCC3)n(-c3ccccc3)n2)CC1. As a reaction SMILES: [CH2:1]([CH2:2][CH3:3])[O:4][C:5](=[O:6])[N:7]1[CH2:8][CH2:9][N:10]([C:13]([CH:14]([CH2:15][CH2:16][C:17](=[O:18])[OH:19])[NH:20][C:21](=[O:22])[c:23]2[n:24][n:25](-[c:44]3[cH:45][cH:46][cH:47][cH:48][cH:49]3)[c:26]([O:28][CH2:29][C:30](=[O:31])[N:32]3[CH:33]([C:37]([NH:38][CH:39]4[CH2:40][CH2:41][CH2:42]4)=[O:43])[CH2:34][CH2:35][CH2:36]3)[cH:27]2)=[O:50])[CH2:11][CH2:12]1.[CH2:51]([Cl:52])[CH2:53][Cl:54].[CH3:55][OH:56].[CH3:62][N:63]([c:64]1[cH:65][cH:66][n:67][cH:68][cH:69]1)[CH3:70].[O:57]=[CH:58][N:59]([CH3:60])[CH3:61]>>[CH2:1]([CH2:2][CH3:3])[O:4][C:5](=[O:6])[N:7]1[CH2:8][CH2:9][N:10]([C:13]([CH:14]([CH2:15][CH2:16][C:17](=[O:18])[O:19][CH3:51])[NH:20][C:21](=[O:22])[c:23]2[n:24][n:25](-[c:44]3[cH:45][cH:46][cH:47][cH:48][cH:49]3)[c:26]([O:28][CH2:29][C:30](=[O:31])[N:32]3[CH:33]([C:37]([NH:38][CH:39]4[CH2:40][CH2:41][CH2:42]4)=[O:43])[CH2:34][CH2:35][CH2:36]3)[cH:27]2)=[O:50])[CH2:11][CH2:12]1. The reactants are C1CCC2=NCCCN2CC1, COCCOC, Cl, NCCNc1ccc(Cl)cn1, CS(=O)c1nc(N)nc(-c2ccco2)c1C#N. Product: N#Cc1c(NCCNc2ccc(Cl)cn2)nc(N)nc1-c1ccco1. Reaction SMILES: [CH2:30]1[CH2:31][CH2:32][C:33]2=[N:38][CH2:37][CH2:36][CH2:35][N:34]2[CH2:39][CH2:40]1.[CH3:41][O:42][CH2:43][CH2:44][O:45][CH3:46].[ClH:18].[NH2:19][CH2:20][CH2:21][NH:22][c:23]1[n:24][cH:25][c:26]([Cl:29])[cH:27][cH:28]1.[NH2:1][c:2]1[n:3][c:4]([S:15]([CH3:16])=[O:17])[c:5]([C:13]#[N:14])[c:6](-[c:8]2[o:9][cH:10][cH:11][cH:12]2)[n:7]1>>[NH2:1][c:2]1[n:3][c:4]([NH:19][CH2:20][CH2:21][NH:22][c:23]2[n:24][cH:25][c:26]([Cl:29])[cH:27][cH:28]2)[c:5]([C:13]#[N:14])[c:6](-[c:8]2[o:9][cH:10][cH:11][cH:12]2)[n:7]1. Starting materials: CC(C)NNC(=O)c1ccccc1, O=C(O)CCc1cc(F)ccc1OC1CCCC1, CCN(C(C)C)C(C)C, CN(C)C=O. The product is CC(C)N(NC(=O)c1ccccc1)C(=O)CCc1cc(F)ccc1OC1CCCC1. As a reaction SMILES: [CH:19]([CH3:20])([CH3:21])[NH:22][NH:23][C:24]([c:25]1[cH:26][cH:27][cH:28][cH:29][cH:30]1)=[O:31].[CH:1]1([O:6][c:7]2[c:8]([CH2:14][CH2:15][C:16](=[O:17])[OH:18])[cH:9][c:10]([F:13])[cH:11][cH:12]2)[CH2:2][CH2:3][CH2:4][CH2:5]1.[CH:32]([N:33]([CH:34]([CH3:35])[CH3:36])[CH2:37][CH3:38])([CH3:39])[CH3:40].[O:41]=[CH:42][N:43]([CH3:44])[CH3:45]>>[CH:1]1([O:6][c:7]2[c:8]([CH2:14][CH2:15][C:16](=[O:18])[N:22]([CH:19]([CH3:20])[CH3:21])[NH:23][C:24]([c:25]3[cH:26][cH:27][cH:28][cH:29][cH:30]3)=[O:31])[cH:9][c:10]([F:13])[cH:11][cH:12]2)[CH2:2][CH2:3][CH2:4][CH2:5]1. The reactants are C(#N)C1=C(C(=C(C=C1)C=1C=NN(C1O)C1=NC=C(C(=O)O)C=C1)C)F (6-(4-(4-cyano-3-fluoro-2-methylphenyl)-5-hydroxy-1H-pyrazol-1-yl)nicotinic acid), C(C)N1C[C@H](NCC1)C ((R)-1-ethyl-3-methylpiperazine), C(#N)C1=CC(=C(C=C1)C=1C=NN(C1O)C1=NC=C(C(=O)O)C=C1)C (6-(4-(4-cyano-2-methylphenyl)-5-hydroxy-1H-pyrazol-1-yl)nicotinic acid). The product is C(C)N1C[C@H](N(CC1)C(=O)C=1C=CC(=NC1)N1N=CC(=C1O)C1=C(C(=C(C#N)C=C1)F)C)C ((R)-4-(1-(5-(4-ethyl-2-methylpiperazine-1-carbonyl)pyridin-2-yl)-5-hydroxy-1H-pyrazol-4-yl)-2-fluoro-3-methylbenzonitrile). As a reaction SMILES: [C:1]([C:3]1[CH:8]=[CH:7][C:6]([C:9]2[CH:10]=[N:11][N:12]([C:15]3[CH:23]=[CH:22][C:18]([C:19]([OH:21])=O)=[CH:17][N:16]=3)[C:13]=2[OH:14])=[C:5]([CH3:24])[C:4]=1[F:25])#[N:2].[CH2:26]([N:28]1[CH2:33][CH2:32][NH:31][C@H:30]([CH3:34])[CH2:29]1)[CH3:27].C(C1C=CC(C2C=NN(C3C=CC(C(O)=O)=CN=3)C=2O)=C(C)C=1)#N>>[CH2:26]([N:28]1[CH2:33][CH2:32][N:31]([C:19]([C:18]2[CH:22]=[CH:23][C:15]([N:12]3[C:13]([OH:14])=[C:9]([C:6]4[CH:7]=[CH:8][C:3]([C:1]#[N:2])=[C:4]([F:25])[C:5]=4[CH3:24])[CH:10]=[N:11]3)=[N:16][CH:17]=2)=[O:21])[C@H:30]([CH3:34])[CH2:29]1)[CH3:27]. Reported procedure: The title compound was prepared in a manner similar to Example 303 using 6-(4-(4-cyano-3-fluoro-2-methylphenyl)-5-hydroxy-1H-pyrazol-1-yl)nicotinic acid and (R)-1-ethyl-3-methylpiperazine and 6-(4-(4-cyano-2-methylphenyl)-5-hydroxy-1H-pyrazol-1-yl)nicotinic acid. 1H NMR (400 MHz, DMSO-d6) δ ppm 1.24 (t, J=7.33 Hz, 3H) 1.38 (d, J=7.07 Hz, 3H) 2.33 (d, J=2.53 Hz, 3H) 2.95-3.26 (m, 4H) 3.34-3.55 (m, 2H) 3.73-4.28 (m, 3H) 7.64 (br. s., 1H) 7.71-7.78 (m, 1H) 7.93-8.68 (m, 4H). ESI-MS m/z [M+H]+ 449.3... Reactants: BrC=1SC(=C(N1)C1=C(C=C(C=C1)Cl)C)C1=C(C=C(C=C1)Cl)C (2-Bromo-4,5-bis(4-chloro-2-methylphenyl)thiazole), C(#N)[Cu] (CuCN). Reaction conditions: temperature 150 celsius. Product: ClC1=CC(=C(C=C1)C=1N=C(SC1C1=C(C=C(C=C1)Cl)C)C#N)C (4,5-Bis(4-chloro-2-methylphenyl)thiazole-2-carbonitrile). The yield is 88.8%. RXN SMILES: Br[C:2]1[S:3][C:4]([C:15]2[CH:20]=[CH:19][C:18]([Cl:21])=[CH:17][C:16]=2[CH3:22])=[C:5]([C:7]2[CH:12]=[CH:11][C:10]([Cl:13])=[CH:9][C:8]=2[CH3:14])[N:6]=1.[C:23]([Cu])#[N:24]>>[Cl:13][C:10]1[CH:11]=[CH:12][C:7]([C:5]2[N:6]=[C:2]([C:23]#[N:24])[S:3][C:4]=2[C:15]2[CH:20]=[CH:19][C:18]([Cl:21])=[CH:17][C:16]=2[CH3:22])=[C:8]([CH3:14])[CH:9]=1. Reported procedure: A round-bottomed flask was charged with 2-Bromo-4,5-bis(4-chloro-2-methylphenyl)thiazole (196 mg, 0.47 mmol) and CuCN (84.2 mg, 0.94 mmol). After degassed, 3 mL of DMF was added. The reaction mixture was heated to 150° C. overnight. After cooled to room temperature, the reaction was quenched with 25 mL of water, and extracted with ethyl acetate. The organic phase was dried over anhydrous sodium sulphate and then concentrated. The residue was purified by flash chromatography to afford 150 mg of p...